Task: describe an organic reaction: reactants, conditions, products, and yield. Dataset: the Open Reaction Database (ORD), a public repository of structured organic reaction records The solvent is O1CCOCC1 (dioxane). Reaction SMILES: [Br:1][C:2]1[CH:3]=[C:4]([O:9][CH2:10][C@H:11]2[CH2:15][CH2:14][CH2:13][N:12]2C(OC(C)(C)C)=O)[CH:5]=[N:6][C:7]=1[Cl:8].[ClH:23]>O1CCOCC1>[ClH:8].[ClH:23].[Br:1][C:2]1[CH:3]=[C:4]([O:9][CH2:10][C@H:11]2[CH2:15][CH2:14][CH2:13][NH:12]2)[CH:5]=[N:6][C:7]=1[Cl:8] |f:3.4.5|. Yields the product Cl.Cl.BrC=1C=C(C=NC1Cl)OC[C@@H]1NCCC1 (5-bromo-6-chloro-3-(2-(R) -pyrrolidinylmethoxy)pyridine dihydrochloride). Reported procedure: 5-bromo-6-chloro-3-(1-BOC-2-(R)-pyrrolidinylmethoxy)pyridine from step 69a (150 mg) was stirred with HCl in dioxane (3 mL) at room temperature for 16 hours. The precipitate formed was triturated with Et2O, and the solid was dried under high vacuum to afford the title compound (99.2 mg). mp 230° C. MS (CI/NH3) m/z 291/293 (M+H)+. 1H NMR (D2O, 300 MHz) δ1.89-2.02 (m, 1h), 2.05-2.21 (m, 2H), 2.21-2.35 (m, 1H), 3.42 (t, J=7.2 Hz, 2H), 4/12 (m, 1H)), 4.25 (dd, J=7.8, 10.5 Hz, 1H), 4.47 (dd, J=3.2, 10... Starting materials: BrC=1C=C(C=NC1Cl)OC[C@@H]1N(CCC1)C(=O)OC(C)(C)C (5-bromo-6-chloro-3-(1-BOC-2-(R)-pyrrolidinylmethoxy)pyridine), Cl (HCl). The reactants are C=C1C(C(CCC1)(C)C)C(C#CC)O (2-methylene-6,6-dimethyl-1-[1-hydroxy-but-2-ynyl]-cyclohexane), [H-].[H-].[H-].[H-].[Li+].[Al+3] (LiAlH4). Product: C=C1C(C(CCC1)(C)C)C(\C=C\C)O (trans-2-methylene-6,6-dimethyl-1-[1-hydroxy-but-2-enyl]-cyclohexane). Reaction SMILES: [CH2:1]=[C:2]1[CH2:7][CH2:6][CH2:5][C:4]([CH3:9])([CH3:8])[CH:3]1[CH:10]([OH:14])[C:11]#[C:12][CH3:13].[H-].[H-].[H-].[H-].[Li+].[Al+3]>>[CH2:1]=[C:2]1[CH2:7][CH2:6][CH2:5][C:4]([CH3:9])([CH3:8])[CH:3]1[CH:10]([OH:14])/[CH:11]=[CH:12]/[CH3:13] |f:1.2.3.4.5.6|. Procedure: Thus, e.g., if 2-methylene-6,6-dimethyl-1-[1-hydroxy-but-2-ynyl]-cyclohexane is reduced by means of LiAlH4, trans-2-methylene-6,6-dimethyl-1-[1-hydroxy-but-2-enyl]-cyclohexane is obtained.